This data is from the Open Reaction Database (ORD), a public repository of structured organic reaction records. The task is: describe an organic reaction: reactants, conditions, products, and yield Starting materials: C#Cc1c(Cl)ccc2c1CCN(C(=O)OC(C)(C)C)CC2, ClN1C=CC=CN1. Yields the product CC(C)(C)OC(=O)N1CCc2ccc(Cl)c(C#CN3C=CC=CN3)c2CC1. As a reaction SMILES: [C:8]([CH3:9])([CH3:10])([CH3:11])[O:12][C:13](=[O:14])[N:15]1[CH2:16][CH2:17][c:18]2[c:19]([c:22]([C:27]#[CH:28])[c:23]([Cl:26])[cH:24][cH:25]2)[CH2:20][CH2:21]1.[Cl:1][N:2]1[NH:3][CH:4]=[CH:5][CH:6]=[CH:7]1>>[N:2]1([C:28]#[C:27][c:22]2[c:19]3[c:18]([cH:25][cH:24][c:23]2[Cl:26])[CH2:17][CH2:16][N:15]([C:13]([O:12][C:8]([CH3:9])([CH3:10])[CH3:11])=[O:14])[CH2:21][CH2:20]3)[NH:3][CH:4]=[CH:5][CH:6]=[CH:7]1.